This data is from the Open Reaction Database (ORD), a public repository of structured organic reaction records. The task is: describe an organic reaction: reactants, conditions, products, and yield Reaction SMILES: [S:1]1[CH:5]=[CH:4][C:3]([C:6]2[CH:11]=[CH:10][C:9]([OH:12])=[CH:8][CH:7]=2)=[CH:2]1.[C:13]([O:17][C:18]([N:20]1[CH2:25][CH2:24][CH:23]([N:26]2[C:30]3=[N:31][CH:32]=[N:33][C:34](Cl)=[C:29]3[CH:28]=[N:27]2)[CH2:22][CH2:21]1)=[O:19])([CH3:16])([CH3:15])[CH3:14].C(=O)([O-])[O-].[K+].[K+].C(=O)([O-])[O-].[Na+].[Na+]>CN(C)C=O>[C:13]([O:17][C:18]([N:20]1[CH2:21][CH2:22][CH:23]([N:26]2[C:30]3=[N:31][CH:32]=[N:33][C:34]([O:12][C:9]4[CH:10]=[CH:11][C:6]([C:3]5[CH:4]=[CH:5][S:1][CH:2]=5)=[CH:7][CH:8]=4)=[C:29]3[CH:28]=[N:27]2)[CH2:24][CH2:25]1)=[O:19])([CH3:16])([CH3:14])[CH3:15] |f:2.3.4,5.6.7|. The product is C(C)(C)(C)OC(=O)N1CCC(CC1)N1N=CC=2C1=NC=NC2OC2=CC=C(C=C2)C2=CSC=C2 (4-[4-(4-thiophen-3-yl-phenoxy)-pyrazolo[3,4-d]pyrimidin-1-yl]-piperidine-1-carboxylic acid tert-butyl ester). Reaction conditions: temperature 160 celsius. Isolated yield 23.5%. The solvent is CN(C=O)C (dimethylformamide). Reported procedure: A mixture of 4-thiophen-3-yl-phenol (Aldrich Chemical Company, Inc., Milwaukee, Wis., USA; 16 mg, 0.089 mmol), 4-(4-chloro-pyrazolo[3,4-d]pyrimidin-1-yl)-piperidine-1-carboxylic acid tert-butyl ester (Intermediate 19; 30 mg, 0.089 mmol), and potassium carbonate (27 mg, 0.196 mmol) in dimethylformamide (1 mL) was heated in a microwave oven at 160° C. for 10 min. Saturated sodium carbonate solution was added to the reaction mixture, and the mixture was then filtered through a pad of silica gel to ... The reactants are S1C=C(C=C1)C1=CC=C(C=C1)O (4-thiophen-3-yl-phenol), C(C)(C)(C)OC(=O)N1CCC(CC1)N1N=CC=2C1=NC=NC2Cl (4-(4-chloro-pyrazolo[3,4-d]pyrimidin-1-yl)-piperidine-1-carboxylic acid tert-butyl ester), C(C)(C)(C)OC(=O)N1CCC(CC1)N1N=CC=2C1=NC=NC2Cl (4-(4-chloro-pyrazolo[3,4-d]pyrimidin-1-yl)-piperidine-1-carboxylic acid tert-butyl ester), C([O-])([O-])=O.[K+].[K+] (potassium carbonate), C([O-])([O-])=O.[Na+].[Na+] (sodium carbonate). The reactants are CN1C=C(C(=C1)C(F)(F)F)C(=O)OCC (ethyl 1-methyl-4-(trifluoromethyl)pyrrole-3-carboxylate), [OH-].[Na+] (sodium hydroxide). Solvent: C(C)O (ethanol), O (water). Reaction conditions: time 24 hour. Yields the product CN1C=C(C(=C1)C(F)(F)F)C(=O)O (1-methyl-4-(trifluoromethyl)pyrrole-3-carboxylic acid). As a reaction SMILES: [CH3:1][N:2]1[CH:6]=[C:5]([C:7]([F:10])([F:9])[F:8])[C:4]([C:11]([O:13]CC)=[O:12])=[CH:3]1.[OH-].[Na+]>C(O)C.O>[CH3:1][N:2]1[CH:6]=[C:5]([C:7]([F:9])([F:10])[F:8])[C:4]([C:11]([OH:13])=[O:12])=[CH:3]1 |f:1.2|. Procedure: A mixture of ethyl 1-methyl-4-(trifluoromethyl)pyrrole-3-carboxylate (4.4 g, 0.02 mol) and 4N sodium hydroxide (5 ml, 0.02 mol) in ethanol is stirred for 24 hours at room temperature, diluted with water and extracted with ether. The aqueous phase is acidified with 10% HCl and filtered. The filter cake is washed with water and dried in vacuo at 45° C. to afford the title compound as an off-white solid, 2.4 g (62%), mp 210°-212° C. Reactants: C(CC)C1=NOC(=C1)C12CCCN2CCC1 (7a-(3-propyl-5-isoxazolyl)-hexahydro-1H-pyrrolizine), Cl (HCl). Solvent: CCOCC (Et2O), CCOCC (Et2O). The product is Cl.C(CC)C1=NOC(=C1)C12CCCN2CCC1 (7a-(3-propyl-5-isoxazolyl)-hexahydro-1H-pyrrolizine hydrochloride salt). Reaction SMILES: [CH2:1]([C:4]1[CH:8]=[C:7]([C:9]23[CH2:16][CH2:15][CH2:14][N:13]2[CH2:12][CH2:11][CH2:10]3)[O:6][N:5]=1)[CH2:2][CH3:3].[ClH:17]>CCOCC>[ClH:17].[CH2:1]([C:4]1[CH:8]=[C:7]([C:9]23[CH2:10][CH2:11][CH2:12][N:13]2[CH2:14][CH2:15][CH2:16]3)[O:6][N:5]=1)[CH2:2][CH3:3] |f:3.4|. Reported procedure: 7a-(3-propyl-5-isoxazolyl)-hexahydro-1H-pyrrolizine (265 mg, 1.30 mmol, from step 14a) was dissolved in Et2O, and Et2O saturated with HCl (g) was added. The solvent was removed, and the precipitate was triturated with Et2O and dried to afford the title compound as a free flowing white powder. mp 97°-98° C. MS (NH3 /CI): m/z 207 (M+H+); 1H NMR (D2O, 300 MHz) δ0.92 (t, J=7.5 Hz, 3H), 1.63-1.75 (m, 2H), 2.20-2.40 (m, 6H), 2.59-2.71 (m, 4H), 3.30-3.38 (m, 2H), 3.70-3.78,(m, 2H), 6.65 (s, 1H); MS (CI... Reactants: C(=O)([O-])[O-].[Cs+].[Cs+] (Cs2CO3), BrCC(CC)=O (1-bromo-2-butanone), N1N=CC(=C1)B1OC(C)(C)C(C)(C)O1 (Pyrazole-4-boronic acid pinacol ester). The solvent is CN(C=O)C (dimethylformamide). Run at temperature 90 celsius. Yields the product CC1(OB(OC1C)C=1C=NN(C1)CC(CC)=O)C (1-[4-(4,4,5-Trimethyl-[1,3,2]dioxaborolan-2-yl)-pyrazol-1-yl]-butan-2-one). Isolated yield 14.8%. RXN SMILES: [NH:1]1[CH:5]=[C:4]([B:6]2[O:14][C:11]([CH3:13])([CH3:12])[C:8]([CH3:10])(C)[O:7]2)[CH:3]=[N:2]1.C([O-])([O-])=O.[Cs+].[Cs+].Br[CH2:22][C:23](=[O:26])[CH2:24][CH3:25]>CN(C)C=O>[CH3:13][C:11]1([CH3:12])[CH:8]([CH3:10])[O:7][B:6]([C:4]2[CH:5]=[N:1][N:2]([CH2:22][C:23](=[O:26])[CH2:24][CH3:25])[CH:3]=2)[O:14]1 |f:1.2.3|. Reported procedure: Pyrazole-4-boronic acid pinacol ester (1 g, 1 equiv, 5.15 mmol) was dissolved in dimethylformamide (15 mL) followed by the addition of Cs2CO3 (0.86 g, 1.5 equiv, 7.73 mmol) and 1-bromo-2-butanone (1.1 equiv, 5.67 mmol, 0.86 g). The mixture was heated at 90° C. overnight. The reaction was extracted into ethyl acetate and washed with water (3×) and brine (3×). The filtrate was concentrated in vacuo onto silica gel and purified by flash chromatography (SiO2, CH2Cl2:CH3OH 100:0-80:20) to return the ... Starting materials: COCCC(C(=O)OC)N1CC(Oc2ccccc2Cl)=CC1=O, Cl, [Li+], C1CCOC1, [OH-], O, O. Product: COCCC(C(=O)O)N1CC(Oc2ccccc2Cl)=CC1=O. RXN SMILES: [CH3:1][O:2][C:3]([CH:4]([CH2:5][CH2:6][O:7][CH3:8])[N:9]1[C:10](=[O:22])[CH:11]=[C:12]([O:14][c:15]2[c:16]([Cl:21])[cH:17][cH:18][cH:19][cH:20]2)[CH2:13]1)=[O:23].[ClH:27].[Li+:26].[O:28]1[CH2:29][CH2:30][CH2:31][CH2:32]1.[OH-:25].[OH2:24].[OH2:33]>>[O:2]=[C:3]([CH:4]([CH2:5][CH2:6][O:7][CH3:8])[N:9]1[C:10](=[O:22])[CH:11]=[C:12]([O:14][c:15]2[c:16]([Cl:21])[cH:17][cH:18][cH:19][cH:20]2)[CH2:13]1)[OH:23]. The reactants are NC=1C(=NC=CN1)CO (3-aminopyrazine methanol). Reagents/catalysts: [O-2].[O-2].[Mn+4] (manganese dioxide). Solvent: C(Cl)(Cl)Cl (chloroform). Reaction conditions: time 2 hour. Yields the product NC=1C(=NC=CN1)C=O (3-Aminopyrazinecarboxaldehyde). Isolated yield 82.0%. Reaction SMILES: [NH2:1][C:2]1[C:3]([CH2:8][OH:9])=[N:4][CH:5]=[CH:6][N:7]=1>C(Cl)(Cl)Cl.[O-2].[O-2].[Mn+4]>[NH2:1][C:2]1[C:3]([CH:8]=[O:9])=[N:4][CH:5]=[CH:6][N:7]=1 |f:2.3.4|. Procedure: A suspension of 3-aminopyrazine methanol, 6.3 g (0.05 mol) and manganese dioxide (38.0 g) in 400 mL of chloroform is stirred at room temperature for two hours and the resulting solid is filtered off. The filtrate is evaporated to dryness which gives the desired product as a yellow crystalline solid, (5.00 g, 82% yield) having a melting point 110°-114° C. The reactants are C(C)OC(C(CCC1=CC=C(C=C1)B(O)O)(S(=O)(=O)C)C)=O ({4-[4-ethoxy-3-methyl-3-(methylsulfonyl)-4-oxobutyl]phenyl}boronic acid), N1N=CC=C1 (pyrazole), N1=CC=CC=C1 (pyridine). Reagents/catalysts: C(C)(=O)[O-].[Cu+2].C(C)(=O)[O-] (copper (II) acetate). Solvent: C(Cl)Cl (methylene chloride). Conditions: time 2 day. Product: CC(C(=O)OCC)(CCC1=CC=C(C=C1)N1N=CC=C1)S(=O)(=O)C (ethyl 2-methyl-2-(methylsulfonyl)-4-[4-(1H-pyrazol-1-yl)phenyl]butanoate). As a reaction SMILES: [CH2:1]([O:3][C:4](=[O:22])[C:5]([CH3:21])([S:17]([CH3:20])(=[O:19])=[O:18])[CH2:6][CH2:7][C:8]1[CH:13]=[CH:12][C:11](B(O)O)=[CH:10][CH:9]=1)[CH3:2].[NH:23]1[CH:27]=[CH:26][CH:25]=[N:24]1.N1C=CC=CC=1>C(Cl)Cl.C([O-])(=O)C.[Cu+2].C([O-])(=O)C>[CH3:21][C:5]([S:17]([CH3:20])(=[O:19])=[O:18])([CH2:6][CH2:7][C:8]1[CH:13]=[CH:12][C:11]([N:23]2[CH:27]=[CH:26][CH:25]=[N:24]2)=[CH:10][CH:9]=1)[C:4]([O:3][CH2:1][CH3:2])=[O:22] |f:4.5.6|. Procedure: To a solution of {4-[4-ethoxy-3-methyl-3-(methylsulfonyl)-4-oxobutyl]phenyl}boronic acid which may be prepared as in Example 10, Step, A (597 mg, 1.82 mmol) in methylene chloride (3 mL) was added pyrazole (62 mg, 0.91 mmol), pyridine (147 uL, 1.82 mmol) and copper (II) acetate (157 mg, 0.866 mmol). The mixture was stirred at ambient temperature under an open atmosphere for 2 days. Silica gel was added, the mixture was concentrated to dryness and purified via silica gel chromatography eluting wit... Reactants: NC(=O)O, CCOCC, Cl, C1CCNCC1. Product: NC(=O)O, Cl, C1CCNCC1. As a reaction SMILES: [C:2]([NH2:3])([OH:4])=[O:5].[CH3:12][CH2:13][O:14][CH2:15][CH3:16].[ClH:1].[NH:6]1[CH2:7][CH2:8][CH2:9][CH2:10][CH2:11]1>>[C:2]([NH2:3])(=[O:4])[OH:5].[ClH:1].[NH:6]1[CH2:7][CH2:8][CH2:9][CH2:10][CH2:11]1. Reactants: CN1CCNCC1, CS(C)=O, CCOC(C)=O, Cc1ccccc1, CCN(C(C)C)C(C)C, Cl, NC1=Nc2ccccc2Nc2ccccc21. The product is CN1CCN(C2=Nc3ccccc3Nc3ccccc32)CC1. As a reaction SMILES: [CH3:18][N:19]1[CH2:20][CH2:21][NH:22][CH2:23][CH2:24]1.[CH3:34][S:35]([CH3:36])=[O:37].[CH3:38][CH2:39][O:40][C:41](=[O:42])[CH3:43].[CH3:44][c:45]1[cH:46][cH:47][cH:48][cH:49][cH:50]1.[CH:25]([N:26]([CH2:27][CH3:28])[CH:29]([CH3:30])[CH3:31])([CH3:32])[CH3:33].[ClH:1].[cH:2]1[cH:3][cH:4][cH:5][c:6]2[c:12]1[C:11]([NH2:13])=[N:10][c:9]1[c:8]([cH:17][cH:16][cH:15][cH:14]1)[NH:7]2>>[cH:2]1[cH:3][cH:4][cH:5][c:6]2[c:12]1[C:11]([N:13]1[CH2:21][CH2:20][N:19]([CH3:18])[CH2:24][CH2:23]1)=[N:10][c:9]1[c:8]([cH:17][cH:16][cH:15][cH:14]1)[NH:7]2.